From a dataset of the Open Reaction Database (ORD), a public repository of structured organic reaction records. describe an organic reaction: reactants, conditions, products, and yield Reactants: ClCC1CO1, [Na+], [OH-], O, O=[N+]([O-])c1ccc(O)cc1. The product is O=[N+]([O-])c1ccc(OCC2CO2)cc1. Reaction SMILES: [Cl:11][CH2:12][CH:13]1[CH2:14][O:15]1.[Na+:17].[OH-:16].[OH2:18].[OH:1][c:2]1[cH:3][cH:4][c:5]([N+:8]([O-:9])=[O:10])[cH:6][cH:7]1>>[O:1]([c:2]1[cH:3][cH:4][c:5]([N+:8]([O-:9])=[O:10])[cH:6][cH:7]1)[CH2:12][CH:13]1[CH2:14][O:15]1. Starting materials: ClC1=C(C=CC(=C1)Cl)C(=O)C(O)C1=C(C=C(C=C1)Cl)Cl ((+/−)-2,2′,4,4′-tetrachlorobenzoin), C=O (paraformaldehyde), C(=O)N (formamide). The solvent is O (water). The product is ClC1=C(C=CC(=C1)Cl)C=1N=COC1C1=C(C=C(C=C1)Cl)Cl (4,5-di-(2,4-dichlorophenyl)oxazole). As a reaction SMILES: [Cl:1][C:2]1[CH:7]=[C:6]([Cl:8])[CH:5]=[CH:4][C:3]=1[C:9]([CH:11]([C:13]1[CH:18]=[CH:17][C:16]([Cl:19])=[CH:15][C:14]=1[Cl:20])[OH:12])=O.C=O.[CH:23]([NH2:25])=O>O>[Cl:1][C:2]1[CH:7]=[C:6]([Cl:8])[CH:5]=[CH:4][C:3]=1[C:9]1[N:25]=[CH:23][O:12][C:11]=1[C:13]1[CH:18]=[CH:17][C:16]([Cl:19])=[CH:15][C:14]=1[Cl:20]. Procedure: A mixture of (+/−)-2,2′,4,4′-tetrachlorobenzoin (1.0 gm, 2.9 mmol) from Step A and paraformaldehyde (0.70 gm, 24 mmol) in formamide (20 mL) was heated to 200–210° C. for 3 hr. The reaction was cooled to rt, diluted with water, and extracted twice with ethyl acetate. The organic layers were washed with brine, dried over sodium sulfate, and evaporated. The residue was purified by flash chromatography, eluting first with 10% ethyl acetate in hexanes to afford 4,5-di-(2,4-dichlorophenyl)oxazole as a... Reactants: BrC=1C(=NC=C(C(=O)NC2=CC=C(C=C2)OC(F)(F)F)C1)NCCCO (5-bromo-6-((3-hydroxypropyl)amino)-N-(4-(trifluoromethoxy)phenyl)nicotinamide), COC1=CC=C(C=N1)B(O)O ((6-methoxypyridin-3-yl)boronic acid), C(=O)([O-])[O-].[Na+].[Na+] (Na2CO3), CCO (EtOH). Solvent: COCCOC (DME), O (water). The product is OCCCNC1=NC=C(C=C1C=1C=NC(=CC1)OC)C(=O)NC1=CC=C(C=C1)OC(F)(F)F (2-((3-Hydroxypropyl)amino)-6′-methoxy-N-(4-(trifluoromethoxy)phenyl)-[3,3′-bipyridine]-5-carboxamide). RXN SMILES: Br[C:2]1[C:3]([NH:22][CH2:23][CH2:24][CH2:25][OH:26])=[N:4][CH:5]=[C:6]([CH:21]=1)[C:7]([NH:9][C:10]1[CH:15]=[CH:14][C:13]([O:16][C:17]([F:20])([F:19])[F:18])=[CH:12][CH:11]=1)=[O:8].[CH3:27][O:28][C:29]1[N:34]=[CH:33][C:32](B(O)O)=[CH:31][CH:30]=1.C([O-])([O-])=O.[Na+].[Na+].CCO>COCCOC.O>[OH:26][CH2:25][CH2:24][CH2:23][NH:22][C:3]1[C:2]([C:32]2[CH:33]=[N:34][C:29]([O:28][CH3:27])=[CH:30][CH:31]=2)=[CH:21][C:6]([C:7]([NH:9][C:10]2[CH:15]=[CH:14][C:13]([O:16][C:17]([F:20])([F:19])[F:18])=[CH:12][CH:11]=2)=[O:8])=[CH:5][N:4]=1 |f:2.3.4|. Reported procedure: A mixture of 5-bromo-6-((3-hydroxypropyl)amino)-N-(4-(trifluoromethoxy)phenyl)nicotinamide (Stage 161.1, 72 mg, 0.15 mmol), (6-methoxypyridin-3-yl)boronic acid (23.1 mg, 0.15 mmol) and Na2CO3 (48 mg, 0.450 mmol) in a mixture of DME (3.2 mL), EtOH (0.43 mL) and water (0.64 mL) was flushed with argon for 5 min. Pd(PPh3)2Cl2 was added (5.3 mg, 0.0075 mmol) and the mixture subjected to MW irradiation at 125° C. for 20 min. The vial was cooled to RT and the RM was evaporated to dryness under reduced ... The reactants are CC(=O)c1cc(NC(=O)C(F)(F)F)cc(S(F)(F)(F)(F)F)c1, ClCCl, O=S(=O)(O)O. The product is CC(=O)c1cc(N)cc(S(F)(F)(F)(F)F)c1. Reaction SMILES: [C:1]([CH3:2])(=[O:3])[c:4]1[cH:5][c:6]([NH:16][C:17](=[O:18])[C:19]([F:20])([F:21])[F:22])[cH:7][c:8]([S:10]([F:11])([F:12])([F:13])([F:14])[F:15])[cH:9]1.[Cl:28][CH2:29][Cl:30].[S:23](=[O:24])(=[O:25])([OH:26])[OH:27]>>[C:1]([CH3:2])(=[O:3])[c:4]1[cH:5][c:6]([NH2:16])[cH:7][c:8]([S:10]([F:11])([F:12])([F:13])([F:14])[F:15])[cH:9]1. Reactants: O=C([O-])O, CI, CO, [Na+], CC(C)(C)OC(=O)NC1CNc2ccccc2NC1=O. Product: CN1CC(NC(=O)OC(C)(C)C)C(=O)Nc2ccccc21. RXN SMILES: [C:3](=[O:4])([OH:5])[O-:6].[CH3:1][I:2].[CH3:28][OH:29].[Na+:7].[O:8]=[C:9]1[CH:10]([NH:20][C:21](=[O:22])[O:23][C:24]([CH3:25])([CH3:26])[CH3:27])[CH2:11][NH:12][c:13]2[c:14]([cH:16][cH:17][cH:18][cH:19]2)[NH:15]1>>[CH3:3][N:12]1[CH2:11][CH:10]([NH:20][C:21](=[O:22])[O:23][C:24]([CH3:25])([CH3:26])[CH3:27])[C:9](=[O:8])[NH:15][c:14]2[c:13]1[cH:19][cH:18][cH:17][cH:16]2. Starting materials: BrC=1C=C2C(=C(OC(C2=CC1)=O)C(=O)OC)C1=CC=CC=C1 (Methyl 6-bromo-1-oxo-4-phenyl-1H-isochromene-3-carboxylate), O1CCCC1 (Tetrahydrofuran), C1(=CC=CC=C1)C1=NOC(=C1)CN1CCC(CC1)CN (1-{1-[(3-phenyl-5-isoxazolyl)methyl]-4-piperidinyl}methanamine), C(C)(C)N(CC)C(C)C (diisopropylethylamine). The solvent is CO (methanol). Run at temperature 60 celsius. Product: BrC=1C=C2C(C(N(C(C2=CC1)=O)CC1CCN(CC1)CC1=CC(=NO1)C1=CC=CC=C1)(C(=O)OC)O)C1=CC=CC=C1 (methyl 6-bromo-3-hydroxy-1-oxo-4-phenyl-2-({1-[(3-phenyl-5-isoxazolyl)methyl]-4-piperidinyl}methyl)-1,2,3,4-tetrahydro-3-isoquinolinecarboxylate). RXN SMILES: [Br:1][C:2]1[CH:3]=[C:4]2[C:9](=[CH:10][CH:11]=1)[C:8](=[O:12])[O:7][C:6]([C:13]([O:15][CH3:16])=[O:14])=[C:5]2[C:17]1[CH:22]=[CH:21][CH:20]=[CH:19][CH:18]=1.[C:23]1([C:29]2[CH:33]=[C:32]([CH2:34][N:35]3[CH2:40][CH2:39][CH:38]([CH2:41][NH2:42])[CH2:37][CH2:36]3)[O:31][N:30]=2)[CH:28]=[CH:27][CH:26]=[CH:25][CH:24]=1.C(N(C(C)C)CC)(C)C.O1CCCC1>CO>[Br:1][C:2]1[CH:3]=[C:4]2[C:9](=[CH:10][CH:11]=1)[C:8](=[O:12])[N:42]([CH2:41][CH:38]1[CH2:37][CH2:36][N:35]([CH2:34][C:32]3[O:31][N:30]=[C:29]([C:23]4[CH:28]=[CH:27][CH:26]=[CH:25][CH:24]=4)[CH:33]=3)[CH2:40][CH2:39]1)[C:6]([OH:7])([C:13]([O:15][CH3:16])=[O:14])[CH:5]2[C:17]1[CH:18]=[CH:19][CH:20]=[CH:21][CH:22]=1. Reported procedure: Methyl 6-bromo-1-oxo-4-phenyl-1H-isochromene-3-carboxylate (0.319 g, prepared according to the reported preparation in US 2005/0148624) and the compound prepared in Example 9 (0.458 g) were suspended in methanol (10 mL) and diisopropylethylamine (0.772 mL) was added. Tetrahydrofuran (5 mL) was added and the reaction mixture was heated at 60° C. overnight. The reaction mixture was then cooled to room temperature and concentrated. The reaction mixture was partitioned between ethyl acetate and a sa... The reactants are C(C)(=O)N=C=S (Acetylisothiocyanate), C(CCC)N1C(N(C(C=C1NN)=O)CCC)=O (1-butyl-6-hydrazino-3-propylpyrimidine-2,4(1H,3H)-dione). Run at time 3 hour. As a reaction SMILES: [C:1]([N:4]=[C:5]=[S:6])(=[O:3])[CH3:2].[CH2:7]([N:11]1[C:16]([NH:17][NH2:18])=[CH:15][C:14](=[O:19])[N:13]([CH2:20][CH2:21][CH3:22])[C:12]1=[O:23])[CH2:8][CH2:9][CH3:10]>O1CCOCC1>[C:1]([NH:4][C:5](=[S:6])[NH:18][NH:17][C:16]1[N:11]([CH2:7][CH2:8][CH2:9][CH3:10])[C:12](=[O:23])[N:13]([CH2:20][CH2:21][CH3:22])[C:14](=[O:19])[CH:15]=1)(=[O:3])[CH3:2]. Procedure details: Acetylisothiocyanate(4.8 g) was added dropwise to a stirred solution of 1-butyl-6-hydrazino-3-propylpyrimidine-2,4(1H,3H)-dione(8.0 g) in dioxane(100 ml). The mixture was stirred for 3 hours at room temperature, then precipitating crystals were collected by filtration. Recrystallization from aqueous alcohol gave colorless crystals (14 g, 94%), m.p. 149°-152° C. The product is C(C)(=O)NC(NNC1=CC(N(C(N1CCCC)=O)CCC)=O)=S (6-(4-Acetylthiosemicarbazido)-1-butyl-3-propylpyrimidine-2,4(1H,3H) -dione). Run in O1CCOCC1 (dioxane). Isolated yield 123.2%.